describe an organic reaction: reactants, conditions, products, and yield From a dataset of the Open Reaction Database (ORD), a public repository of structured organic reaction records. Starting materials: O=C(C(=O)O)C=1SC=CC1 (oxo-thiophen-2-yl-acetic acid), C(C(=O)Cl)(=O)Cl (oxalylchloride), CN(C)C=O (DMF). Solvent: C(Cl)Cl (DCM). Conditions: temperature 5 celsius, time 18 hour. The product is O=C(C(=O)Cl)C=1SC=CC1 (Oxo-thiophen-2-yl-acetyl chloride). As a reaction SMILES: [O:1]=[C:2]([C:6]1[S:7][CH:8]=[CH:9][CH:10]=1)[C:3](O)=[O:4].C(Cl)(=O)C([Cl:14])=O.CN(C=O)C>C(Cl)Cl>[O:1]=[C:2]([C:6]1[S:7][CH:8]=[CH:9][CH:10]=1)[C:3]([Cl:14])=[O:4]. Reported procedure: To a solution of oxo-thiophen-2-yl-acetic acid (8 g, 51.2 mmol), suspended in DCM (80 ml) and cooled to 5° C., is added oxalylchloride (5.3 ml, 61.5 mmol), followed by DMF (0.1 ml). Stirring is continued for 1 hour at 5° C. and 18 hours at room temperature. The reaction mixture is evaporated to dryness, toluene is then added and the mixture is evaporated once more to give the title compound as a dark oil. Starting materials: C(C)(C)(C)OC(=O)N1C[C@H](CC1)C(CC(C)C)OC=1C(=NC(=CC1)NC)C ((3S)-3-[1-(2-methyl-6-methylamino-3-pyridyloxy)-3-methyl-butyl]-pyrrolidine-1-carboxylic acid tert-butyl ester), Cl (HCl). Yields the product CC1=NC(=CC=C1OC(CC(C)C)[C@@H]1CNCC1)NC ((3S)-3-[1-(2-methyl-6-methylamino-3-pyridyloxy)-3-methyl-butyl]-pyrrolidine). The yield is 12.0%. As a reaction SMILES: C(OC([N:8]1[CH2:12][CH2:11][C@H:10]([CH:13]([O:18][C:19]2[C:20]([CH3:27])=[N:21][C:22]([NH:25][CH3:26])=[CH:23][CH:24]=2)[CH2:14][CH:15]([CH3:17])[CH3:16])[CH2:9]1)=O)(C)(C)C.Cl>>[CH3:27][C:20]1[C:19]([O:18][CH:13]([C@H:10]2[CH2:11][CH2:12][NH:8][CH2:9]2)[CH2:14][CH:15]([CH3:17])[CH3:16])=[CH:24][CH:23]=[C:22]([NH:25][CH3:26])[N:21]=1. Reported procedure: Stir a mixture of (3S)-3-[1-(2-methyl-6-methylamino-3-pyridyloxy)-3-methyl-butyl]-pyrrolidine-1-carboxylic acid tert-butyl ester (S-2) and aqueous HCl (4M, 0.261 mL, 1.04 mmol) at room temperature for 1 hour. After full conversion, concentrate the mixture, dissolve in dichloromethane and load the mixture onto a pre-packed SCX column. Wash with dichloromethane followed by methanol. Release the product with 2M NH3 in methanol and concentrate under reduced pressure. Purify the crude residue by reve... Starting materials: Cl, CC(=O)C1CCC2C3CCC4CC(O)CCC4(C)C3CCC12C, Cc1ccc(S(=O)(=O)Cl)cc1, c1ccncc1. Product: CC(=O)C1CCC2C3CCC4CC(OS(=O)(=O)c5ccc(C)cc5)CCC4(C)C3CCC12C. RXN SMILES: [ClH:35].[OH:1][CH:2]1[CH2:3][CH:4]2[CH2:5][CH2:6][CH:7]3[CH:8]4[CH2:9][CH2:10][CH:11]([C:12]([CH3:13])=[O:14])[C:15]4([CH3:23])[CH2:16][CH2:17][CH:18]3[C:19]2([CH3:22])[CH2:20][CH2:21]1.[c:24]1([CH3:34])[cH:25][cH:26][c:27]([S:30](=[O:31])(=[O:32])[Cl:33])[cH:28][cH:29]1.[cH:36]1[cH:37][cH:38][n:39][cH:40][cH:41]1>>[O:1]([CH:2]1[CH2:3][CH:4]2[CH2:5][CH2:6][CH:7]3[CH:8]4[CH2:9][CH2:10][CH:11]([C:12]([CH3:13])=[O:14])[C:15]4([CH3:23])[CH2:16][CH2:17][CH:18]3[C:19]2([CH3:22])[CH2:20][CH2:21]1)[S:30]([c:27]1[cH:26][cH:25][c:24]([CH3:34])[cH:29][cH:28]1)(=[O:31])=[O:32]. Starting materials: C(C)(C)N1CCC(CC1)COC=1C=C(C=CC1)C1N(CCC1)CC(=O)C1=CC=C(C=C1)OC (2-{2-[3-(1-Isopropyl-piperidin-4-ylmethoxy)-phenyl]-pyrrolidin-1-yl}-(4-methoxy-phenyl)-ethanone), N (NH3). Solvent: CO.C(Cl)Cl (MeOH CH2Cl2). Yields the product C(C)(C)N1CCC(CC1)COC1=CC=C2[C@@H](CN3[C@H](C2=C1)CCC3)C3=CC=C(C=C3)OC (Cis-9-(1-Isopropyl-piperidin-4-ylmethoxy)-6-(4-methoxy-phenyl)-1,2,3,5,6,10b-hexahydro-pyrrolo[2,1-a]isoquinoline). Isolated yield 70.0%. RXN SMILES: [CH:1]([N:4]1[CH2:9][CH2:8][CH:7]([CH2:10][O:11][C:12]2[CH:13]=[C:14]([CH:18]3[CH2:22][CH2:21][CH2:20][N:19]3[CH2:23][C:24]([C:26]3[CH:31]=[CH:30][C:29]([O:32][CH3:33])=[CH:28][CH:27]=3)=O)[CH:15]=[CH:16][CH:17]=2)[CH2:6][CH2:5]1)([CH3:3])[CH3:2].N>CO.C(Cl)Cl>[CH:1]([N:4]1[CH2:9][CH2:8][CH:7]([CH2:10][O:11][C:12]2[CH:13]=[C:14]3[C:15]([C@H:24]([C:26]4[CH:27]=[CH:28][C:29]([O:32][CH3:33])=[CH:30][CH:31]=4)[CH2:23][N:19]4[CH2:20][CH2:21][CH2:22][C@H:18]43)=[CH:16][CH:17]=2)[CH2:6][CH2:5]1)([CH3:3])[CH3:2] |f:2.3|. Procedure: 2-{2-[3-(1-Isopropyl-piperidin-4-ylmethoxy)-phenyl]-pyrrolidin-1-yl}-(4-methoxy-phenyl)-ethanone. Prepared as described in Example 8, Step 1, on a 3.31 mmol scale, to give 1.04 g (70%) of the desired product as a pale yellow oil after chromatography (NH3 in MeOH/CH2Cl2). MS: exact mass calcd for C27H36N2O3, 450.3; m/z found, 451.5 [M+H]+. 1H NMR (MeOH-d4): 7.84 (m, 2H), 7.20 (m, 1H), 7.01 (d, J=1.5, 1H), 6.96 (d, J=7.5, 1H), 6.92 (m, 2H), 6.81 (m, 1H), 4.89 (s, 1H), 3.96 (d, J=16.6, 1H), 3.86 (m...